From a dataset of the Open Reaction Database (ORD), a public repository of structured organic reaction records. describe an organic reaction: reactants, conditions, products, and yield Reactants: Cl.COC1=CC=C(C=C1)NN (4-methoxyphenyl hydrazine hydrochloride), O=C(CCC(=O)OC)C (methyl 4-oxo-pentanoate). Solvent: CC(=O)O (HOAc). Conditions: time 16 hour. Yields the product COC=1C=C2C(=C(NC2=CC1)C)CC(=O)OC (Methyl (5-methoxy-2-methyl-1H-indol-3-yl)acetate). Reaction SMILES: Cl.[CH3:2][O:3][C:4]1[CH:9]=[CH:8][C:7]([NH:10]N)=[CH:6][CH:5]=1.O=[C:13]([CH3:20])[CH2:14][CH2:15][C:16]([O:18][CH3:19])=[O:17]>CC(O)=O>[CH3:2][O:3][C:4]1[CH:9]=[C:8]2[C:7](=[CH:6][CH:5]=1)[NH:10][C:13]([CH3:20])=[C:14]2[CH2:15][C:16]([O:18][CH3:19])=[O:17] |f:0.1|. Reported procedure: A suspension of 4-methoxyphenyl hydrazine hydrochloride (50 g, 0.286M) and methyl 4-oxo-pentanoate (40 mL, 0.315M) in HOAc (500 mL) was stirred for 16 h at reflux. The solvent was removed under vacuum, and the brown residue was partitioned between EtOAc and saturated NaHCO3 solution. The organic layer was washed with H2O and brine, and was then dried (MgSO4) and filtered. Following removal of the solvent, the crude product was purified by flash chromatography (1:20 EtOAc/toluene), to give 48 g o...